describe an organic reaction: reactants, conditions, products, and yield From a dataset of the Open Reaction Database (ORD), a public repository of structured organic reaction records. Reaction conditions: time 5 hour. The reactants are O.NN (hydrazine hydrate), CC(=O)C (acetone), C(#N)C1=NC=CC=C1 (2-cyanopyridine), C(Cl)(Cl)Cl.CCCCC (chloroform n-pentane). Product: N1=C(C=CC=C1)C=1NCCN1 (2-(2-Pyridyl)-imidazoline). As a reaction SMILES: [C:1]([C:3]1[CH:8]=[CH:7][CH:6]=[CH:5][N:4]=1)#[N:2].O.[NH2:10]N.C(Cl)(Cl)Cl.CCC[CH2:19][CH3:20].CC(C)=O>C(O)C>[N:4]1[CH:5]=[CH:6][CH:7]=[CH:8][C:3]=1[C:1]1[NH:10][CH2:19][CH2:20][N:2]=1 |f:1.2,3.4|. Solvent: C(C)O (ethanol), C(C)O (ethanol). The yield is 65.0%. Reported procedure: 8.3 Grams (80 mM) of 2-cyanopyridine was dissolved in 80 ml absolute ethanol and placed in a 250 ml round-bottom flask. 20 Ml of hydrazine hydrate (90%) in 30 ml of ethanol was added to it in one portion and stirred at room temperature for 5 hours. TLC (15:35 chloroform/n-pentane on silica gel) showed no starting material. The reaction mixture was then treated with 25 ml acetone and stirred for 1 hour. It was concentrated to about 100 ml, when a yellow precipitate formed. The latter was washed w... The product is C(#N)C1=CC=C(C=C1)N(CC1=CC=C(C=C1)OC)N1N=CN=C1 (1-[N-(4-cyanophenyl)-N-(4-methoxybenzyl)amino ]-1H-1,2,4-triazole). The reactants are C(#N)C1=CC=C(C=C1)NN1N=CN=C1 (1-[N-(4-cyanophenyl)amino]-1H-1,2,4-triazole), COC1=CC=C(CCl)C=C1 (4-methoxybenzyl chloride). Procedure details: Starting Compounds: 1-[N-(4-cyanophenyl)amino]-1H-1,2,4-triazole and 4-methoxybenzyl chloride Reaction SMILES: [C:1]([C:3]1[CH:8]=[CH:7][C:6]([NH:9][N:10]2[CH:14]=[N:13][CH:12]=[N:11]2)=[CH:5][CH:4]=1)#[N:2].[CH3:15][O:16][C:17]1[CH:24]=[CH:23][C:20]([CH2:21]Cl)=[CH:19][CH:18]=1>>[C:1]([C:3]1[CH:8]=[CH:7][C:6]([N:9]([N:10]2[CH:14]=[N:13][CH:12]=[N:11]2)[CH2:21][C:20]2[CH:23]=[CH:24][C:17]([O:16][CH3:15])=[CH:18][CH:19]=2)=[CH:5][CH:4]=1)#[N:2].